Dataset: the Open Reaction Database (ORD), a public repository of structured organic reaction records. Task: describe an organic reaction: reactants, conditions, products, and yield The reactants are FC1=C(C=NO)C=C(C=C1)C1=NC(=NC(=C1)NCCC1=CC=C(C=C1)OC)OC (2-fluoro-5-{2-methoxy-6-[2-(4-methoxy-phenyl)-ethylamino]-pyrimidin-4-yl}-benzaldehyde oxime), Cl (HCl). The reagents and catalysts are [Zn] (zinc). The solvent is C(C)(=O)O (acetic acid), CCOC(=O)C (EtOAc). Run at time 1 hour. Product: Cl.NCC=1C=C(C=CC1F)C1=CC(=NC(=N1)OC)NCCC1=CC=C(C=C1)OC ([6-(3-aminomethyl-4-fluoro-phenyl)-2-methoxy-pyrimidin-4-yl]-[2-(4-methoxy-phenyl)-ethyl]-amine hydrochloride). Reaction SMILES: [F:1][C:2]1[CH:10]=[CH:9][C:8]([C:11]2[CH:16]=[C:15]([NH:17][CH2:18][CH2:19][C:20]3[CH:25]=[CH:24][C:23]([O:26][CH3:27])=[CH:22][CH:21]=3)[N:14]=[C:13]([O:28][CH3:29])[N:12]=2)=[CH:7][C:3]=1[CH:4]=[N:5]O.[ClH:30]>C(O)(=O)C.CCOC(C)=O.[Zn]>[ClH:30].[NH2:5][CH2:4][C:3]1[CH:7]=[C:8]([C:11]2[N:12]=[C:13]([O:28][CH3:29])[N:14]=[C:15]([NH:17][CH2:18][CH2:19][C:20]3[CH:21]=[CH:22][C:23]([O:26][CH3:27])=[CH:24][CH:25]=3)[CH:16]=2)[CH:9]=[CH:10][C:2]=1[F:1] |f:5.6|. Procedure: A mixture of 2-fluoro-5-{2-methoxy-6-[2-(4-methoxy-phenyl)-ethylamino]-pyrimidin-4-yl}-benzaldehyde oxime [860 mg, Example 26(a)] in acetic acid (10 mL) is treated with zinc powder (0.6 g, 9.2 mmol). After 1 hour at 20° C., the reaction mixture is filtered through Celite, concentrated, diluted with 1 M sodium hydroxide solution, and extracted with ethyl acetate. The extracts are dried over magnesium sulfate, filtered, and subjected to chromatography on silica gel eluting with 10% MeOH in DCM to ... Starting materials: [Si](C)(C)(C(C)(C)C)OC1CC2(CCN(CC2)C(=O)OC(C)(C)C)OC2=CC=C(C=C12)C1=NOC(N1)=O (tert-butyl 4-{[tert-butyl(dimethyl)silyl]oxy}-6-(5-oxo-4,5-dihydro-1,2,4-oxadiazol-3-yl)spiro[chroman-2,4′-piperidine]-1′-carboxylate), C(=O)(O)[O-].[Na+] (NaHCO3). Run in CCO.C1CCOC1 (EtOH THF). Conditions: time 18 hour. Product: OC1CC2(CCN(CC2)C(=O)OC(C)(C)C)OC2=CC=C(C=C12)C1=NOC(N1)=O (tert-butyl 4-hydroxy-6-(5-oxo-4,5-dihydro-1,2,4-oxadiazol-3-yl)spiro[chroman-2,4′-piperidine]-1′-carboxylate). Reaction SMILES: [Si]([O:8][CH:9]1[C:30]2[C:25](=[CH:26][CH:27]=[C:28]([C:31]3[NH:35][C:34](=[O:36])[O:33][N:32]=3)[CH:29]=2)[O:24][C:11]2([CH2:16][CH2:15][N:14]([C:17]([O:19][C:20]([CH3:23])([CH3:22])[CH3:21])=[O:18])[CH2:13][CH2:12]2)[CH2:10]1)(C(C)(C)C)(C)C.C([O-])(O)=O.[Na+]>CCO.C1COCC1>[OH:8][CH:9]1[C:30]2[C:25](=[CH:26][CH:27]=[C:28]([C:31]3[NH:35][C:34](=[O:36])[O:33][N:32]=3)[CH:29]=2)[O:24][C:11]2([CH2:16][CH2:15][N:14]([C:17]([O:19][C:20]([CH3:23])([CH3:22])[CH3:21])=[O:18])[CH2:13][CH2:12]2)[CH2:10]1 |f:1.2,3.4|. Reported procedure: To a solution of 13.4 g of tert-butyl 4-{[tert-butyl(dimethyl)silyl]oxy}-6-(5-oxo-4,5-dihydro-1,2,4-oxadiazol-3-yl)spiro[chroman-2,4′-piperidine]-1′-carboxylate in 200 mL of EtOH-THF (5.5:1) at 0° C. was added 67 ml of 1M HClaq dropwise, and the reaction mixture was stirred at r.t. for 18 h. The reaction mixture was cooled to 0° C., and the mixture was basified with NaHCO3. The mixture was concentrated in reduced pressure, and the residue was acidified with 1M HClaq. The aqueous mixture was extr... Starting materials: CC=1C=CC2=C(NC(C3=C(N2)C=CC=C3)=S)C1 (8-methyl-5,10-dihydro-dibenzo[b,e][1,4]diazepin-11-thione), NCC=1C=NC=CC1 (3-(aminomethyl)pyridine). The solvent is C(C)OCCO (2-ethoxyethanol). Product: CC=1C=CC2=C(N=C(C3=C(N2)C=CC=C3)NCC=3C=NC=CC3)C1 ((8-Methyl-5H-dibenzo[b,e][1,4]diazepin-11-yl)-pyridin-3-ylmethyl-amine). Isolated yield 48.9%. Reaction SMILES: [CH3:1][C:2]1[CH:3]=[CH:4][C:5]2[NH:11][C:10]3[CH:12]=[CH:13][CH:14]=[CH:15][C:9]=3[C:8](=S)[NH:7][C:6]=2[CH:17]=1.[NH2:18][CH2:19][C:20]1[CH:21]=[N:22][CH:23]=[CH:24][CH:25]=1>C(OCCO)C>[CH3:1][C:2]1[CH:3]=[CH:4][C:5]2[NH:11][C:10]3[CH:12]=[CH:13][CH:14]=[CH:15][C:9]=3[C:8]([NH:18][CH2:19][C:20]3[CH:21]=[N:22][CH:23]=[CH:24][CH:25]=3)=[N:7][C:6]=2[CH:17]=1. Procedure details: A solution of 0.32 g (1.3 mmol) of 8-methyl-5,10-dihydro-dibenzo[b,e][1,4]diazepin-11-thione (Hunziker F., et al., Helv. Chim. Acta, 50:1588 (1967)) in 10 mL 2-ethoxyethanol was treated with 0.3 mL (2.9 mmol) of 3-(aminomethyl)pyridine and heated at reflux overnight. The solvent was removed under reduced pressure and the residue taken up in EtOAc and washed two times with H2O, then saturated NaHCO3 solution and saturated NaCl solution. Drying over MgSO4 and removal of the solvent under reduced p... Starting materials: CO, O=C(C=Cc1ccc(Cl)c(Cl)c1)N1CCC(=O)N(CCCOC2CCCCO2)CC1, Cc1ccc(S(=O)(=O)[O-])cc1, c1cc[nH+]cc1. The product is O=C(C=Cc1ccc(Cl)c(Cl)c1)N1CCC(=O)N(CCCO)CC1. RXN SMILES: [CH3:48][OH:49].[Cl:1][c:2]1[cH:3][c:4]([CH:9]=[CH:10][C:11](=[O:12])[N:13]2[CH2:14][CH2:15][N:16]([CH2:21][CH2:22][CH2:23][O:24][CH:25]3[CH2:26][CH2:27][CH2:28][CH2:29][O:30]3)[C:17](=[O:20])[CH2:18][CH2:19]2)[cH:5][cH:6][c:7]1[Cl:8].[c:31]1([CH3:32])[cH:33][cH:34][c:35]([S:36]([O-:37])(=[O:38])=[O:39])[cH:40][cH:41]1.[nH+:42]1[cH:43][cH:44][cH:45][cH:46][cH:47]1>>[Cl:1][c:2]1[cH:3][c:4]([CH:9]=[CH:10][C:11](=[O:12])[N:13]2[CH2:14][CH2:15][N:16]([CH2:21][CH2:22][CH2:23][OH:24])[C:17](=[O:20])[CH2:18][CH2:19]2)[cH:5][cH:6][c:7]1[Cl:8].